From a dataset of the Open Reaction Database (ORD), a public repository of structured organic reaction records. describe an organic reaction: reactants, conditions, products, and yield Starting materials: C[C@]1(C(NC(CC1)=O)=O)N1C(C2=CC=C(C=C2C1=O)C#N)=O (2-[(3S)-3-methyl-2,6-dioxo-piperidin-3-yl]-1,3-dioxo-2,3-dihydro-1H-isoindole-5-carbonitrile), Cl (HCl), O (Water). Reagents/catalysts: [Pd] (Pd—C). Solvent: CO (CH3OH). Run at time 16 hour. Yields the product Cl.NCC=1C=C2C(N(C(C2=CC1)=O)[C@@]1(C(NC(CC1)=O)=O)C)=O (5-aminomethyl-2-[(3S)-3-methyl-2,6-dioxo-piperidin-3-yl]-isoindole-1,3-dione hydrochloride). Isolated yield 66.0%. RXN SMILES: [CH3:1][C@:2]1([N:10]2[C:18](=[O:19])[C:17]3[C:12](=[CH:13][CH:14]=[C:15]([C:20]#[N:21])[CH:16]=3)[C:11]2=[O:22])[CH2:7][CH2:6][C:5](=[O:8])[NH:4][C:3]1=[O:9].[ClH:23].O>CO.[Pd]>[ClH:23].[NH2:21][CH2:20][C:15]1[CH:16]=[C:17]2[C:12](=[CH:13][CH:14]=1)[C:11](=[O:22])[N:10]([C@@:2]1([CH3:1])[CH2:7][CH2:6][C:5](=[O:8])[NH:4][C:3]1=[O:9])[C:18]2=[O:19] |f:5.6|. Procedure details: A mixture of 2-[(3S)-3-methyl-2,6-dioxo-piperidin-3-yl]-1,3-dioxo-2,3-dihydro-1H-isoindole-5-carbonitrile (4.70 g, 15.8 mmol), 4N HCl (21 mL), and 10% Pd—C (1.88 g) in CH3OH (200 mL) was hydrogenated under 50 psi of H2 for 16 hours. Water (24 mL) was added, and the reaction mixture was filtered through Celite. The filter was washed with additional methanol (50 mL). The filtrate was concentrated and dried to give 3.5 g of 5-aminomethyl-2-[(3S)-3-methyl-2,6-dioxo-piperidin-3-yl]-isoindole-1,3-dion... Starting materials: C(C)(C)(C)C=1C=C(C=O)C=C(C1O)C(C)(C)C (3,5-di-t-butyl-4-hydroxybenzaldehyde), N1C(=O)NC(=O)C1 (hydantoin), NCCC(=O)O (β-alanine), C(C)(=O)O (acetic acid). Solvent: O (water). Yields the product CC(C)(C)C=1C=C(C=C(C1O)C(C)(C)C)C=C1C(NC(N1)=O)=O (5-[[3,5-Bis(1,1-dimethylethyl)-4-hydroxyphenyl]methylene]-2,4-imidazolidinedione). Yield: 50.6%. RXN SMILES: [C:1]([C:5]1[CH:6]=[C:7]([CH:10]=[C:11]([C:14]([CH3:17])([CH3:16])[CH3:15])[C:12]=1[OH:13])[CH:8]=O)([CH3:4])([CH3:3])[CH3:2].[NH:18]1[CH2:24][C:22](=[O:23])[NH:21][C:19]1=[O:20].NCCC(O)=O.C(O)(=O)C>O>[CH3:16][C:14]([C:11]1[CH:10]=[C:7]([CH:8]=[C:24]2[NH:18][C:19](=[O:20])[NH:21][C:22]2=[O:23])[CH:6]=[C:5]([C:1]([CH3:3])([CH3:2])[CH3:4])[C:12]=1[OH:13])([CH3:15])[CH3:17]. Procedure: A mixture of 3,5-di-t-butyl-4-hydroxybenzaldehyde 7.0 g, 30 mmoles), hydantoin (3.0 g, 30 mmoles), β-alanine (1.4 g, 16 mmoles), and acetic acid (40 ml) is stirred under an inert atmosphere and heated to reflux. After 48 hours the mixture is stirred into water (300 ml), and the precipitate is filtered off, rinsed with water three times, and dried. Recrystallization from acetonitrile gave the pure product (4.8 g), mp 251°-252° C. Starting materials: FC=1C=C(C=CC1)C1=NN2C(N=C(N=C2N)S(=O)(=O)C)=N1 (2-(3-fluoro-phenyl)-5-methanesulfonyl-[1,2,4]triazolo[1,5-a][1,3,5]triazin-7-ylamine), N1CCNCC1 (piperazine). Solvent: CC#N (CH3CN). Yields the product FC=1C=C(C=CC1)C1=NN2C(N=C(N=C2N)N2CCNCC2)=N1 (2-(3-fluoro-phenyl)-5-piperazin-1-yl-[1,2,4]triazolo[1,5-a][1,3,5]triazin-7-ylamine). RXN SMILES: [F:1][C:2]1[CH:3]=[C:4]([C:8]2[N:21]=[C:11]3[N:12]=[C:13](S(C)(=O)=O)[N:14]=[C:15]([NH2:16])[N:10]3[N:9]=2)[CH:5]=[CH:6][CH:7]=1.[NH:22]1[CH2:27][CH2:26][NH:25][CH2:24][CH2:23]1>CC#N>[F:1][C:2]1[CH:3]=[C:4]([C:8]2[N:21]=[C:11]3[N:12]=[C:13]([N:22]4[CH2:27][CH2:26][NH:25][CH2:24][CH2:23]4)[N:14]=[C:15]([NH2:16])[N:10]3[N:9]=2)[CH:5]=[CH:6][CH:7]=1. Procedure details: 18 mmol of 2-(3-fluoro-phenyl)-5-methanesulfonyl-[1,2,4]triazolo[1,5-a][1,3,5]triazin-7-ylamine (prepared as described Caulkett et al., J. Chem. Soc. Perkin Trans I. 801-808 (1995)) was suspended in 50 mL of CH3CN along with 5 eq. of piperazine. The reaction mixture was stirred under reflux for 2 hours. It was then cooled to room temperature and concentrated under reduced pressure. The residue was taken up in CH2Cl2 and washed with H2O, brine, dried with Na2SO4, and concentrated under reduced pr...